From a dataset of the Open Reaction Database (ORD), a public repository of structured organic reaction records. describe an organic reaction: reactants, conditions, products, and yield Starting materials: S(O)(O)(=O)=O (sulfuric acid), COC=1C2=C(N=CN1)SC(=N2)NC(=O)N2CCC(CC2)(C2=CC(=CC=C2)C(F)(F)F)O (4-hydroxy-4-(3-trifluoromethyl-phenyl)-piperidine-1-carboxylic acid (7-methoxy-thiazolo[5,4-d]pyrimidin-2-yl)-amide), C(C)#N (acetonitrile), C([O-])(O)=O.[Na+] (sodium bicarbonate). Solvent: C(C)(=O)O (acetic acid), O (water). Reaction conditions: temperature 25 celsius, time 2 hour. Product: COC=1C2=C(N=CN1)SC(=N2)NC(=O)N2CCC(CC2)(C2=CC(=CC=C2)C(F)(F)F)NC(C)=O (4-acetylamino-4-(3-trifluoromethyl-phenyl)-piperidine-1-carboxylic acid (7-methoxy-thiazolo[5,4-d]pyrimidin-2-yl)-amide). The yield is 28.0%. Reaction SMILES: [CH3:1][O:2][C:3]1[C:4]2[N:11]=[C:10]([NH:12][C:13]([N:15]3[CH2:20][CH2:19][C:18](O)([C:21]4[CH:26]=[CH:25][CH:24]=[C:23]([C:27]([F:30])([F:29])[F:28])[CH:22]=4)[CH2:17][CH2:16]3)=[O:14])[S:9][C:5]=2[N:6]=[CH:7][N:8]=1.S(=O)(=O)(O)O.C(=O)(O)[O-:38].[Na+].[C:42](#[N:44])[CH3:43]>C(O)(=O)C.O>[CH3:1][O:2][C:3]1[C:4]2[N:11]=[C:10]([NH:12][C:13]([N:15]3[CH2:20][CH2:19][C:18]([NH:44][C:42](=[O:38])[CH3:43])([C:21]4[CH:26]=[CH:25][CH:24]=[C:23]([C:27]([F:30])([F:29])[F:28])[CH:22]=4)[CH2:17][CH2:16]3)=[O:14])[S:9][C:5]=2[N:6]=[CH:7][N:8]=1 |f:2.3|. Reported procedure: A solution of 4-hydroxy-4-(3-trifluoromethyl-phenyl)-piperidine-1-carboxylic acid (7-methoxy-thiazolo[5,4-d]pyrimidin-2-yl)-amide (prepared in Example 65, 100 mg, 0.22 mmol) in acetonitrile (0.16 mL) and glacial acetic acid (0.21 mL) cooled to 0 C was treated dropwise with concentrated sulfuric acid (0.21 mL). The resulting mixture was then allowed to warm to 25° C. After stirring for 2 h, the reaction mixture was diluted with water, neutralized with a saturated sodium bicarbonate solution and e...